This data is from the Open Reaction Database (ORD), a public repository of structured organic reaction records. The task is: describe an organic reaction: reactants, conditions, products, and yield Starting materials: COc1ccc(CNc2nc(SC)ncc2CO)cc1Cl, ClC(Cl)Cl. The product is COc1ccc(CNc2nc(SC)ncc2C=O)cc1Cl. As a reaction SMILES: [CH3:1][S:2][c:3]1[n:4][cH:5][c:6]([CH2:20][OH:21])[c:7]([NH:9][CH2:10][c:11]2[cH:12][c:13]([Cl:19])[c:14]([O:17][CH3:18])[cH:15][cH:16]2)[n:8]1.[CH:22]([Cl:23])([Cl:24])[Cl:25]>>[CH3:1][S:2][c:3]1[n:4][cH:5][c:6]([CH:20]=[O:21])[c:7]([NH:9][CH2:10][c:11]2[cH:12][c:13]([Cl:19])[c:14]([O:17][CH3:18])[cH:15][cH:16]2)[n:8]1.